This data is from the Open Reaction Database (ORD), a public repository of structured organic reaction records. The task is: describe an organic reaction: reactants, conditions, products, and yield Reactants: OC1C(F)(F)CCCC1(F)Cl, OC1(O)C(F)(Cl)CCCC1(Cl)Cl, CC(Cl)Cl, O=[Cr](=O)([O-])Cl, c1cc[nH+]cc1. The product is OC1(O)C(F)(F)CCCC1(F)Cl. RXN SMILES: [Cl:13][C:14]1([F:23])[CH:15]([OH:22])[C:16]([F:20])([F:21])[CH2:17][CH2:18][CH2:19]1.[Cl:1][C:2]1([Cl:3])[CH2:4][CH2:5][CH2:6][C:7]([Cl:8])([F:9])[C:11]1([OH:10])[OH:12].[Cl:35][CH:36]([Cl:37])[CH3:38].[O:24]=[Cr:25]([Cl:26])([O-:27])=[O:28].[nH+:29]1[cH:30][cH:31][cH:32][cH:33][cH:34]1>>[OH:10][C:15]1([OH:22])[C:14]([Cl:13])([F:23])[CH2:19][CH2:18][CH2:17][C:16]1([F:20])[F:21]. Reactants: ClC=1C=C2C(=CN1)NC(=C2)C(=O)O (5-chloro-1H-pyrrolo[2,3-c]pyridine-2-carboxylic acid), COC1=CC=C(OCCN)C=C1 (2-(4-methoxyphenoxy)ethylamine). Product: COC1=CC=C(OCCNC(=O)C2=CC=3C(=CN=C(C3)Cl)N2)C=C1 (5-Chloro-1H-pyrrolo[2,3-c]pyridine-2-carboxylic acid [2-(4-methoxyphenoxy)ethyl]amide). As a reaction SMILES: [Cl:1][C:2]1[CH:3]=[C:4]2[CH:10]=[C:9]([C:11]([OH:13])=O)[NH:8][C:5]2=[CH:6][N:7]=1.[CH3:14][O:15][C:16]1[CH:25]=[CH:24][C:19]([O:20][CH2:21][CH2:22][NH2:23])=[CH:18][CH:17]=1>>[CH3:14][O:15][C:16]1[CH:25]=[CH:24][C:19]([O:20][CH2:21][CH2:22][NH:23][C:11]([C:9]2[NH:8][C:5]3=[CH:6][N:7]=[C:2]([Cl:1])[CH:3]=[C:4]3[CH:10]=2)=[O:13])=[CH:18][CH:17]=1. Reported procedure: The title compound was prepared as outlined in EXAMPLE 1 from 5-chloro-1H-pyrrolo[2,3-c]pyridine-2-carboxylic acid (Preparation 18) and 2-(4-methoxyphenoxy)ethylamine. The product was purified by chromatography on silica gel eluting with methanol/dichloromethane (3:97) to give the title compound as a yellow solid. δH (CD3OD): 3.71 (3H, s), 3.77 (2H, t), 4.12 (2H, t), 6.81–6.91 (4H, m), 7.09 (1H, s), 7.67 (1H, s), 8.58 (1H, s); m/z (ES+)=346 [M+H]+. Starting materials: CC1C(CCCC1)N (2-methylcyclohexanamine), 2,2,6-trimethyl-4H-1,3-didioxin-4-one, O1CCCC1 (tetrahydrofuran), C(C)(=O)[O-].[Na+] (sodium acetate). Run in O (water). Product: CC1C(CCCC1)NC(CC(C)=O)=O (N-(2-methylcyclohexyl)-3-oxobutanamide). Reaction SMILES: [CH3:1][CH:2]1[CH2:7][CH2:6][CH2:5][CH2:4][CH:3]1[NH2:8].[O:9]1[CH2:13][CH2:12][CH2:11][CH2:10]1.C([O-])(=[O:16])C.[Na+]>O>[CH3:1][CH:2]1[CH2:7][CH2:6][CH2:5][CH2:4][CH:3]1[NH:8][C:10](=[O:9])[CH2:11][C:12](=[O:16])[CH3:13] |f:2.3|. Reported procedure: To a mixture of 2-methylcyclohexanamine (2.00 g), 2,2,6-trimethyl-4H-1,3-didioxin-4-one (3.26 g) and tetrahydrofuran (5.0 mL) was added sodium acetate (1.45 g) at room temperature. The reaction mixture was refluxed overnight, and cooled to room temperature. The reaction mixture was poured into water, and the mixture was extracted with ethyl acetate. The extract was washed with saturated brine, and dried over anhydrous sodium sulfate, and the solvent was evaporated under reduced pressure. The res... Reactants: CC(C(=O)[O-])(CCC)C=1C(=C2C(=NC1C)SC1=C2CCC1)C=1OC=CC1 (Methyl[2-methyl-4-(2-furyl)-6,7-dihydro-5H-cyclopenta[4,5]thieno[2,3-b]pyridin-3-yl]pentanoate), [OH-].[Na+] (sodium hydroxide), Cl (HCl). Solvent: CO (methanol). Run at temperature 100 celsius. Yields the product CC1=C(C(=C2C(=N1)SC1=C2CCC1)C=1OC=CC1)C(C(=O)O)CCC (2-[2-Methyl-4-(2-furyl)-6,7-dihydro-5H-cyclopenta[4,5]thieno[2,3-b]pyridin-3-yl]pentanoic acid). The yield is 67.9%. As a reaction SMILES: C[C:2]([C:9]1[C:10]([C:22]2[O:23][CH:24]=[CH:25][CH:26]=2)=[C:11]2[C:18]3[CH2:19][CH2:20][CH2:21][C:17]=3[S:16][C:12]2=[N:13][C:14]=1[CH3:15])([CH2:6][CH2:7][CH3:8])[C:3]([O-:5])=[O:4].[OH-].[Na+].Cl>CO>[CH3:15][C:14]1[N:13]=[C:12]2[S:16][C:17]3[CH2:21][CH2:20][CH2:19][C:18]=3[C:11]2=[C:10]([C:22]2[O:23][CH:24]=[CH:25][CH:26]=2)[C:9]=1[CH:2]([CH2:6][CH2:7][CH3:8])[C:3]([OH:5])=[O:4] |f:1.2|. Reported procedure: To a solution of Methyl[2-methyl-4-(2-furyl)-6,7-dihydro-5H-cyclopenta[4,5]thieno[2,3-b]pyridin-3-yl]pentanoate (0.335 g, 0.907 mmol) in methanol (9 mL) was added a solution of sodium hydroxide 10 N (0.9 ml) and the mixture was heated at 100° C. for 18 h in a sealed tube. After cooling, the reaction mixture was acidified with 1N HCl (pH˜2) and partially concentrated under reduced pressure. The residue was partitioned between ethyl acetate and water. The organic layer was washed with brine, dried... Starting materials: CN[C@@H]1C[C@H]2O[C@@](C)([C@@H]1OC)n1c3ccccc3c3c4c(c5c6ccccc6n2c5c31)C(=O)NC4 (staurosporine), CC(=O)c1cc(cc(c1)C(F)(F)F)C(F)(F)F. The reagents and catalysts are CC(C)[O-].CC(C)[O-].CC(C)[O-].CC(C)[O-].[Ti+4] (Ti(OiPr)4), CC(=O)O (acetic acid), CC(=O)O[BH-](OC(C)=O)OC(C)=O.[Na+] (Sodium triacetoxyborohydride). Run in CC(=O)N(C)C (DMA), CC(=O)N(C)C (DMA), CC(=O)N(C)C (DMA), CC(=O)N(C)C (DMA), CC(=O)N(C)C (DMA), CC(=O)N(C)C (DMA), CC(=O)N(C)C (DMA). Run at temperature 22 celsius, time 18 hour. The product is CO[C@@H]1[C@@H](C[C@H]2O[C@]1(C)n3c4ccccc4c5c6CNC(=O)c6c7c8ccccc8n2c7c35)N(C)C(C)c9cc(cc(c9)C(F)(F)F)C(F)(F)F, CN[C@@H]1C[C@H]2O[C@@](C)([C@@H]1OC)n1c3ccccc3c3c4c(c5c6ccccc6n2c5c31)C(=O)NC4 (Staurosporine), c1ccc(-c2ccccc2)cc1 (biphenyl), CC(O)c1cc(cc(c1)C(F)(F)F)C(F)(F)F. The reactants are [Br-], CCCC[N+](CCCC)(CCCC)CCCC, [O-]Cl, Clc1ccccc1, OC(c1ccc(OCC(F)(F)F)nc1)C(F)(F)F, [Na+], O. Product: O=C(c1ccc(OCC(F)(F)F)nc1)C(F)(F)F. RXN SMILES: [Br-:23].[CH3:24][CH2:25][CH2:26][CH2:27][N+:28]([CH2:29][CH2:30][CH2:31][CH3:32])([CH2:33][CH2:34][CH2:35][CH3:36])[CH2:37][CH2:38][CH2:39][CH3:40].[Cl:19][O-:20].[Cl:41][c:42]1[cH:43][cH:44][cH:45][cH:46][cH:47]1.[F:1][C:2]([CH2:3][O:4][c:5]1[n:6][cH:7][c:8]([CH:11]([C:12]([F:13])([F:14])[F:15])[OH:16])[cH:9][cH:10]1)([F:17])[F:18].[Na+:21].[OH2:22]>>[F:1][C:2]([CH2:3][O:4][c:5]1[n:6][cH:7][c:8]([C:11]([C:12]([F:13])([F:14])[F:15])=[O:16])[cH:9][cH:10]1)([F:17])[F:18]. The reactants are COc1ccc(CN)cc1, FC(F)CCl, O. The product is COc1ccc(CNCC(F)F)cc1. Reaction SMILES: [CH3:6][O:7][c:8]1[cH:9][cH:10][c:11]([CH2:12][NH2:13])[cH:14][cH:15]1.[F:1][CH:2]([CH2:3][Cl:4])[F:5].[OH2:16]>>[F:1][CH:2]([CH2:3][NH:13][CH2:12][c:11]1[cH:10][cH:9][c:8]([O:7][CH3:6])[cH:15][cH:14]1)[F:5].